Dataset: the Open Reaction Database (ORD), a public repository of structured organic reaction records. Task: describe an organic reaction: reactants, conditions, products, and yield Reactants: CCN(C(C)C)C(C)C, ClCCl, COC(=O)c1ccc2c(c1)CC(C)(C)C(c1ccc(N)cc1)N2, O=C(Cl)c1ccccn1. Product: COC(=O)c1ccc2c(c1)CC(C)(C)C(c1ccc(NC(=O)c3ccccn3)cc1)N2. As a reaction SMILES: [CH:24]([N:25]([CH2:26][CH3:27])[CH:28]([CH3:29])[CH3:30])([CH3:31])[CH3:32].[Cl:42][CH2:43][Cl:44].[NH2:1][c:2]1[cH:3][cH:4][c:5]([CH:8]2[NH:9][c:10]3[cH:11][cH:12][c:13]([C:20](=[O:21])[O:22][CH3:23])[cH:14][c:15]3[CH2:16][C:17]2([CH3:18])[CH3:19])[cH:6][cH:7]1.[c:33]1([C:39](=[O:40])[Cl:41])[cH:34][cH:35][cH:36][cH:37][n:38]1>>[NH:1]([c:2]1[cH:3][cH:4][c:5]([CH:8]2[NH:9][c:10]3[cH:11][cH:12][c:13]([C:20](=[O:21])[O:22][CH3:23])[cH:14][c:15]3[CH2:16][C:17]2([CH3:18])[CH3:19])[cH:6][cH:7]1)[C:39]([c:33]1[cH:34][cH:35][cH:36][cH:37][n:38]1)=[O:40]. Starting materials: C(C)(C)(C)OC(N[C@@H]1CC[C@@H](CC1)CCNC(=O)OCC1=CC=CC=C1)=O (cis-[4-(2-benzyloxycarbonylamino-ethyl)-cyclohexyl]-carbamic acid tert-butyl ester). Run in C(=O)(C(F)(F)F)O (TFA), C(Cl)Cl (CH2Cl2). The product is C(C1=CC=CC=C1)OC(NCC[C@@H]1CC[C@@H](CC1)N)=O (cis-[2-(4-amino-cyclohexyl)-ethyl]-carbamic acid benzyl ester). Isolated yield 90.5%. Reaction SMILES: C(OC(=O)[NH:7][C@H:8]1[CH2:13][CH2:12][C@@H:11]([CH2:14][CH2:15][NH:16][C:17]([O:19][CH2:20][C:21]2[CH:26]=[CH:25][CH:24]=[CH:23][CH:22]=2)=[O:18])[CH2:10][CH2:9]1)(C)(C)C>C(O)(C(F)(F)F)=O.C(Cl)Cl>[CH2:20]([O:19][C:17](=[O:18])[NH:16][CH2:15][CH2:14][C@H:11]1[CH2:10][CH2:9][C@@H:8]([NH2:7])[CH2:13][CH2:12]1)[C:21]1[CH:22]=[CH:23][CH:24]=[CH:25][CH:26]=1. Procedure details: A solution of cis-[4-(2-benzyloxycarbonylamino-ethyl)-cyclohexyl]-carbamic acid tert-butyl ester (5.26 g, 14 mmol) in 50% TFA in CH2Cl2 (60 mL) was stirred at ambient temperature for 1 hr. The mixture was concentrated and the residue was diluted with saturated aqueous NaHCO3. The aqueous layer was extracted with CH2Cl2 (therr times). The organic layer was dried over Na2SO4 and concentrated to give cis-[2-(4-amino-cyclohexyl)-ethyl]-carbamic acid benzyl ester (3.5 g, 91%) as a colorless oil. Reactants: CS(=O)(=O)O (Methanesulfonic acid), C(C)(=O)C1=NC(=CC=C1)CNC(CC)=O (2-acetyl-6-(propionylaminomethyl)pyridine), BrBr (Bromine), C(O)([O-])=O.[Na+] (sodium hydrogencarbonate), NC(=S)N (thiourea). The solvent is O1CCOCC1 (dioxane), CO (methanol). Run at time 15 minute. The product is NC=1SC=C(N1)C1=NC(=CC=C1)CNC(CC)=O (2-amino-4-(6-propionylaminomethylpyridin-2-yl)thiazole). Isolated yield 52.9%. Reaction SMILES: CS(O)(=O)=O.[C:6]([C:9]1[CH:14]=[CH:13][CH:12]=[C:11]([CH2:15][NH:16][C:17](=[O:20])[CH2:18][CH3:19])[N:10]=1)(=O)[CH3:7].BrBr.C(=O)([O-])O.[Na+].[NH2:28][C:29]([NH2:31])=[S:30]>O1CCOCC1.CO>[NH2:31][C:29]1[S:30][CH:7]=[C:6]([C:9]2[CH:14]=[CH:13][CH:12]=[C:11]([CH2:15][NH:16][C:17](=[O:20])[CH2:18][CH3:19])[N:10]=2)[N:28]=1 |f:3.4|. Procedure details: Methanesulfonic acid (18.6 g) was added to a solution of 2-acetyl-6-(propionylaminomethyl)pyridine (40.0 g) in dioxane (800 ml) at room temperature. The mixture was stirred at room temperature for 15 minutes. Bromine (34.1 g) was added slowly to the mixture at room temperature. The mixture was heated at 50° C. for 3 hours. To the mixture sodium hydrogencarbonate (65.2 g), thiourea (17.7 g) and methanol (800 ml) was added. The mixture was heated at 50° C. for 4 hours. The solvent was removed unde... Starting materials: O1[C@H](COC2=C1C=CC=C2)C(=O)Cl ((R)-2,3-Dihydrobenzo[1,4]dioxine-2-carbonyl chloride), C(C)OC(=O)[C@@]1(CNCCC1)C ((S)-3-methyl-piperidine-3-carboxylic acid ethyl ester), CCN(C(C)C)C(C)C (DIPEA). The solvent is C(Cl)Cl (DCM), C(Cl)Cl (DCM). Conditions: temperature 5 celsius, time 1 hour. Yields the product C(C)OC(=O)[C@@]1(CN(CCC1)C(=O)[C@H]1COC2=C(O1)C=CC=C2)C ((S)-1-((R)-2,3-Dihydrobenzo[1,4]dioxine-2-carbonyl)-3-methylpiperidine-3-carboxylic acid ethyl ester). Yield: 99.2%. Reaction SMILES: [O:1]1[C:6]2[CH:7]=[CH:8][CH:9]=[CH:10][C:5]=2[O:4][CH2:3][C@@H:2]1[C:11](Cl)=[O:12].[CH2:14]([O:16][C:17]([C@@:19]1([CH3:25])[CH2:24][CH2:23][CH2:22][NH:21][CH2:20]1)=[O:18])[CH3:15].CCN(C(C)C)C(C)C>C(Cl)Cl>[CH2:14]([O:16][C:17]([C@@:19]1([CH3:25])[CH2:24][CH2:23][CH2:22][N:21]([C:11]([C@@H:2]2[O:1][C:6]3[CH:7]=[CH:8][CH:9]=[CH:10][C:5]=3[O:4][CH2:3]2)=[O:12])[CH2:20]1)=[O:18])[CH3:15]. Procedure: (R)-2,3-Dihydrobenzo[1,4]dioxine-2-carbonyl chloride (6.05 g, 30.5 mmol) in DCM (20 ml) was added to a stirred mixture of (S)-3-methyl-piperidine-3-carboxylic acid ethyl ester (5.0 g, 29.2 mmol), DIPEA (5.5 ml, 31.7 mmol) and DCM (30 ml), previously cooled down to 5° C. The cooling bath was removed and stirring continued at RT for 1 h. The reaction mixture was washed twice with 1 M HCl, twice with sat. aq NaHCO3 and twice with water and dried with Na2SO4. Solvent was evaporated to give 9.66 g of... Reaction conditions: temperature 80 celsius, time 1 hour. The reactants are C(=O)([O-])[O-].[Cs+].[Cs+] (Cs2CO3), ClCCSC ((2-chloroethyl)(methyl)sulfane), [I-].[K+] (potassium iodide), C(CC)C=1NC2=CC=C(C(=C2C1)C(F)(F)F)C#N (2-propyl-4-(trifluoromethyl)-1H-indole-5-carbonitrile), C(=O)([O-])[O-].[Cs+].[Cs+] (Cs2CO3), ClCCSC ((2-chloroethyl)(methyl)sulfane), [I-].[K+] (potassium iodide). The solvent is CN(C)C=O (DMF). Procedure: A mixture of 2-propyl-4-(trifluoromethyl)-1H-indole-5-carbonitrile (0.025 g, 0.099 mmol), Cs2CO3 (0.129 g, 0.396 mmol), (2-chloroethyl)(methyl)sulfane (0.039 mL, 0.396 mmol) and potassium iodide (0.0165 g, 0.099 mmol) in DMF (2 mL) was heated at 80° C. After ˜1 h, additional Cs2CO3 (0.129 g, 0.396 mmol), (2-chloroethyl)(methyl)sulfane (0.039 mL, 0.396 mmol) and potassium iodide (0.0165 g, 0.099 mmol) were added, and heating was continued for 1 h. Upon cooling, the mixture was partitioned between... Product: CSCCN1C(=CC2=C(C(=CC=C12)C#N)C(F)(F)F)CCC (1-(2-(methylthio)ethyl)-2-propyl-4-(trifluoromethyl)-1H-indole-5-carbonitrile). As a reaction SMILES: [CH2:1]([C:4]1[NH:5][C:6]2[C:11]([CH:12]=1)=[C:10]([C:13]([F:16])([F:15])[F:14])[C:9]([C:17]#[N:18])=[CH:8][CH:7]=2)[CH2:2][CH3:3].C([O-])([O-])=O.[Cs+].[Cs+].Cl[CH2:26][CH2:27][S:28][CH3:29].[I-].[K+]>CN(C=O)C>[CH3:29][S:28][CH2:27][CH2:26][N:5]1[C:6]2[C:11](=[C:10]([C:13]([F:15])([F:16])[F:14])[C:9]([C:17]#[N:18])=[CH:8][CH:7]=2)[CH:12]=[C:4]1[CH2:1][CH2:2][CH3:3] |f:1.2.3,5.6|.